Dataset: the Open Reaction Database (ORD), a public repository of structured organic reaction records. Task: describe an organic reaction: reactants, conditions, products, and yield Product: COc1ccc(S(=O)(=O)C(N)C(C)(C)C(=O)NCc2ccccc2)cc1. As a reaction SMILES: [CH2:37]([N:38]=[C:39]=[N:40][CH2:41][CH2:42][CH2:43][N:44]([CH3:45])[CH3:46])[CH3:47].[CH3:1][O:2][c:3]1[cH:4][cH:5][c:6]([S:9](=[O:10])(=[O:11])[CH:12]([C:13]([C:14](=[O:15])[OH:16])([CH3:17])[CH3:18])[NH2:19])[cH:7][cH:8]1.[CH3:30][N:31]1[CH2:32][CH2:33][O:34][CH2:35][CH2:36]1.[CH3:56][N:57]([CH3:58])[CH:59]=[O:60].[NH2:48][CH2:49][c:50]1[cH:51][cH:52][cH:53][cH:54][cH:55]1.[OH2:61].[OH:20][n:21]1[c:22]2[cH:23][cH:24][cH:25][cH:26][c:27]2[n:28][n:29]1>>[CH3:1][O:2][c:3]1[cH:4][cH:5][c:6]([S:9](=[O:10])(=[O:11])[CH:12]([C:13]([C:14](=[O:16])[NH:48][CH2:49][c:50]2[cH:51][cH:52][cH:53][cH:54][cH:55]2)([CH3:17])[CH3:18])[NH2:19])[cH:7][cH:8]1. Starting materials: CCN=C=NCCCN(C)C, COc1ccc(S(=O)(=O)C(N)C(C)(C)C(=O)O)cc1, CN1CCOCC1, CN(C)C=O, NCc1ccccc1, O, On1nnc2ccccc21.